Dataset: the Open Reaction Database (ORD), a public repository of structured organic reaction records. Task: describe an organic reaction: reactants, conditions, products, and yield The reactants are [N+](=O)([O-])C=1C=C(C=C(C1)C(CO)(C)O)OCC#CC1=CC=CC=C1 (2-[5-nitro-3-(3-phenylprop-2-ynyloxy)phenyl]propane-1,2-diol), CC(=O)C (acetone). Yields the product CC1(OCC(O1)(C1=CC(=CC(=C1)[N+](=O)[O-])OCC#CC1=CC=CC=C1)C)C (2,2,4-trimethyl-4-[5-nitro-3-(3-phenylprop-2-ynyloxy)phenyl]-1,3-dioxolane). The yield is 95.0%. Reaction SMILES: [N+:1]([C:4]1[CH:5]=[C:6]([O:15][CH2:16][C:17]#[C:18][C:19]2[CH:24]=[CH:23][CH:22]=[CH:21][CH:20]=2)[CH:7]=[C:8]([C:10]([OH:14])([CH3:13])[CH2:11][OH:12])[CH:9]=1)([O-:3])=[O:2].[CH3:25][C:26]([CH3:28])=O>>[CH3:25][C:26]1([CH3:28])[O:14][C:10]([CH3:13])([C:8]2[CH:9]=[C:4]([N+:1]([O-:3])=[O:2])[CH:5]=[C:6]([O:15][CH2:16][C:17]#[C:18][C:19]3[CH:24]=[CH:23][CH:22]=[CH:21][CH:20]=3)[CH:7]=2)[CH2:11][O:12]1. Procedure details: Using the procedure described in Example 1, 2-[5-nitro-3-(3-phenylprop-2-ynyloxy)phenyl]propane-1,2-diol was reacted with acetone to give 2,2,4-trimethyl-4-[5-nitro-3-(3-phenylprop-2-ynyloxy)phenyl]-1,3-dioxolane in 95% yield, as an oil. The reactants are [Al+3], CC(=O)N1CCC(C(=O)Cl)CC1, COc1cccc(OC)c1, [Cl-], [Cl-], [Cl-], S=C=S. Product: COc1ccc(C(=O)C2CCN(C(C)=O)CC2)c(OC)c1. Reaction SMILES: [Al+3:24].[C:1]([CH3:2])(=[O:3])[N:4]1[CH2:5][CH2:6][CH:7]([C:8](=[O:9])[Cl:10])[CH2:11][CH2:12]1.[CH3:13][O:14][c:15]1[cH:16][c:17]([O:21][CH3:22])[cH:18][cH:19][cH:20]1.[Cl-:23].[Cl-:25].[Cl-:26].[S:27]=[C:28]=[S:29]>>[C:1]([CH3:2])(=[O:3])[N:4]1[CH2:5][CH2:6][CH:7]([C:8](=[O:9])[c:18]2[c:17]([O:21][CH3:22])[cH:16][c:15]([O:14][CH3:13])[cH:20][cH:19]2)[CH2:11][CH2:12]1.